The task is: describe an organic reaction: reactants, conditions, products, and yield. This data is from the Open Reaction Database (ORD), a public repository of structured organic reaction records. Reactants: CO, C(=Cc1nc2ccccc2[nH]1)c1ccccc1, Cl, Cc1ccnc(F)c1, C(=Cc1nc2ccccc2n1-c1ccccn1)c1ccccc1. The product is Cc1ccnc(-n2c(C=Cc3ccccc3)nc3ccccc32)c1, Cl. Reaction SMILES: [CH3:50][OH:51].[CH:1](=[CH:2][c:3]1[cH:4][cH:5][cH:6][cH:7][cH:8]1)[c:9]1[n:10][c:11]2[c:12]([nH:13]1)[cH:14][cH:15][cH:16][cH:17]2.[ClH:49].[F:18][c:19]1[n:20][cH:21][cH:22][c:23]([CH3:25])[cH:24]1.[n:26]1[cH:27][cH:28][cH:29][cH:30][c:31]1-[n:32]1[c:33]2[cH:34][cH:35][cH:36][cH:37][c:38]2[n:39][c:40]1[CH:41]=[CH:42][c:43]1[cH:44][cH:45][cH:46][cH:47][cH:48]1>>[CH:1](=[CH:2][c:3]1[cH:4][cH:5][cH:6][cH:7][cH:8]1)[c:9]1[n:10][c:11]2[c:12]([n:13]1-[c:19]1[n:20][cH:21][cH:22][c:23]([CH3:25])[cH:24]1)[cH:14][cH:15][cH:16][cH:17]2.[ClH:49]. The reactants are O=C(O)Cc1ccccc1Br, ClCCl, CC(C)c1cnc(N)s1. Product: CC(C)c1cnc(NC(=O)Cc2ccccc2Br)s1. Reaction SMILES: [Br:1][c:2]1[c:3]([CH2:8][C:9](=[O:10])[OH:11])[cH:4][cH:5][cH:6][cH:7]1.[Cl:21][CH2:22][Cl:23].[NH2:12][c:13]1[s:14][c:15]([CH:18]([CH3:19])[CH3:20])[cH:16][n:17]1>>[Br:1][c:2]1[c:3]([CH2:8][C:9](=[O:11])[NH:12][c:13]2[s:14][c:15]([CH:18]([CH3:19])[CH3:20])[cH:16][n:17]2)[cH:4][cH:5][cH:6][cH:7]1. Reactants: C(C)(C)(C)O[C@H](C(=O)OCC)C1=C(C2=C(N=C(S2)C2=CC3=C(N(N=N3)C)C=C2)C=C1C)C1=CC=C(C=C1)Cl ((S)-ethyl 2-tert-butoxy-2-(7-(4-chlorophenyl)-5-methyl-2-(1-methyl-1H-benzo[d][1,2,3]triazol-5-yl)benzo[d]thiazol-6-yl)acetate), CN1N=NC2=C1C=C(C=C2)B2OC(C(O2)(C)C)(C)C (1-methyl-6-(4,4,5,5-tetramethyl-1,3,2-dioxaborolan-2-yl)-1H-benzo[d][1,2,3]triazole). Product: C(C)(C)(C)O[C@H](C(=O)OCC)C1=C(C2=C(N=C(S2)C=2C=CC3=C(N(N=N3)C)C2)C=C1C)C1=CC=C(C=C1)Cl ((S)-ethyl 2-tert-butoxy-2-(7-(4-chlorophenyl)-5-methyl-2-(1-methyl-1H-benzo[d][1,2,3]triazol-6-yl)benzo[d]thiazol-6-yl)acetate). RXN SMILES: [C:1]([O:5][C@@H:6]([C:12]1[C:30]([CH3:31])=[CH:29][C:15]2[N:16]=[C:17](C3C=CC4N(C)N=NC=4C=3)[S:18][C:14]=2[C:13]=1[C:32]1[CH:37]=[CH:36][C:35]([Cl:38])=[CH:34][CH:33]=1)[C:7]([O:9][CH2:10][CH3:11])=[O:8])([CH3:4])([CH3:3])[CH3:2].[CH3:39][N:40]1[C:44]2[CH:45]=[C:46](B3OC(C)(C)C(C)(C)O3)[CH:47]=[CH:48][C:43]=2[N:42]=[N:41]1>>[C:1]([O:5][C@@H:6]([C:12]1[C:30]([CH3:31])=[CH:29][C:15]2[N:16]=[C:17]([C:46]3[CH:47]=[CH:48][C:43]4[N:42]=[N:41][N:40]([CH3:39])[C:44]=4[CH:45]=3)[S:18][C:14]=2[C:13]=1[C:32]1[CH:33]=[CH:34][C:35]([Cl:38])=[CH:36][CH:37]=1)[C:7]([O:9][CH2:10][CH3:11])=[O:8])([CH3:3])([CH3:2])[CH3:4]. Procedure details: Prepared in a manner similar to (S)-ethyl 2-tert-butoxy-2-(7-(4-chlorophenyl)-5-methyl-2-(1-methyl-1H-benzo[d][1,2,3]triazol-5-yl)benzo[d]thiazol-6-yl)acetate, but using 1-methyl-6-(4,4,5,5-tetramethyl-1,3,2-dioxaborolan-2-yl)-1H-benzo[d][1,2,3]triazole instead of 1-methyl-5-(4,4,5,5-tetramethyl-1,3,2-dioxaborolan-2-yl)-1H-benzo[d][1,2,3]triazole. 1H NMR (400 MHz, CDCl3) δ 8.46 (s, 1H), 8.11 (d, J=8.7 Hz, 1H), 7.96 (d, J=7.6 Hz, 2H), 7.60-7.45 (m, 4H), 5.18 (s, 1H), 4.39 (s, 3H), 4.28-4.17 (m, 2... Reaction SMILES: [CH3:40][C:41](=[O:42])[CH3:43].[Cl:12][c:13]1[c:14](-[n:26]2[c:27]([CH2:37][O:38][CH3:39])[n:28][n:29][c:30]2-[c:31]2[cH:32][n:33][cH:34][cH:35][cH:36]2)[c:15]2[nH:16][c:17](=[O:25])[c:18](=[O:24])[nH:19][c:20]2[cH:21][c:22]1[Cl:23].[OH:1][O:2][C:3]([c:4]1[cH:5][c:6]([Cl:7])[cH:8][cH:9][cH:10]1)=[O:11]>>[O-:1][n+:33]1[cH:32][c:31](-[c:30]2[n:26](-[c:14]3[c:13]([Cl:12])[c:22]([Cl:23])[cH:21][c:20]4[c:15]3[nH:16][c:17](=[O:25])[c:18](=[O:24])[nH:19]4)[c:27]([CH2:37][O:38][CH3:39])[n:28][n:29]2)[cH:36][cH:35][cH:34]1. Product: COCc1nnc(-c2ccc[n+]([O-])c2)n1-c1c(Cl)c(Cl)cc2[nH]c(=O)c(=O)[nH]c12. Reactants: CC(C)=O, COCc1nnc(-c2cccnc2)n1-c1c(Cl)c(Cl)cc2[nH]c(=O)c(=O)[nH]c12, O=C(OO)c1cccc(Cl)c1. Reactants: C(C)OP(=O)(OCC)CC(=O)O (Diethylphosphonoacetic acid), NCC1=C(C=CC=C1)NC1=CC(=C(C=C1)C(=O)C1=C(C=CC=C1)C)Cl ((4-{[2-(Aminomethyl)phenyl]amino}-2-chlorophenyl)(2-methylphenyl)methanone), C1(CCCCC1)N=C=NC1CCCCC1 (dicyclohexylcarbodiimide). Solvent: C(Cl)Cl (DCM). Reaction conditions: time 7 hour. The product is ClC=1C=C(C=CC1C(=O)C1=C(C=CC=C1)C)NC1=C(CNC(CP(OCC)(OCC)=O)=O)C=CC=C1 (Diethyl 2-{[2-({3-chloro-4-[(2-methylphenyl)carbonyl]phenyl}amino)benzyl]amino}-2-oxoethylphosphonate). Reaction SMILES: [NH2:1][CH2:2][C:3]1[CH:8]=[CH:7][CH:6]=[CH:5][C:4]=1[NH:9][C:10]1[CH:15]=[CH:14][C:13]([C:16]([C:18]2[CH:23]=[CH:22][CH:21]=[CH:20][C:19]=2[CH3:24])=[O:17])=[C:12]([Cl:25])[CH:11]=1.[CH2:26]([O:28][P:29]([CH2:34][C:35](O)=[O:36])([O:31][CH2:32][CH3:33])=[O:30])[CH3:27].C1(N=C=NC2CCCCC2)CCCCC1>C(Cl)Cl>[Cl:25][C:12]1[CH:11]=[C:10]([NH:9][C:4]2[CH:5]=[CH:6][CH:7]=[CH:8][C:3]=2[CH2:2][NH:1][C:35](=[O:36])[CH2:34][P:29](=[O:30])([O:31][CH2:32][CH3:33])[O:28][CH2:26][CH3:27])[CH:15]=[CH:14][C:13]=1[C:16]([C:18]1[CH:23]=[CH:22][CH:21]=[CH:20][C:19]=1[CH3:24])=[O:17]. Reported procedure: Compound 148 (0.20 g, 0.56 mmol) was dissolved in dry DCM (1 mL) in oven dried glass ware under an argon atmosphere. Diethylphosphonoacetic acid (0.09 mL, 0.56 mmol) was added followed by dropwise addition of dicyclohexylcarbodiimide (0.13 g, 0.61 mmol dissolved in 1 mL dry DCM). The suspension was stirred at room temperature for 7 h after which it was filtered. The filtrate was diluted with 5 mL DCM and washed with 10% aqueous NaHCO3, H2O and brine. The organic phase was dried (MgSO4), filtered...